This data is from the Open Reaction Database (ORD), a public repository of structured organic reaction records. The task is: describe an organic reaction: reactants, conditions, products, and yield Starting materials: CN(C)CC1=CC=C(\C=N\C2=C3COC(C3=CC=C2)=O)C=C1 ((E)-4-(4-((dimethylamino)methyl)benzylideneamino)isobenzofuran-1(3H)-one), C(C)C1=CC=C(C=O)C=C1 (4-ethylbenzaldehyde), [O-]CC.[Na+] (sodium ethoxide), C(C)O (ethanol). Solvent: C(CC)(=O)OCC (ethyl propionate). Conditions: temperature 0 celsius, time 3 hour. Product: CN(C)CC1=CC=C(C=C1)C1NC=2C=CC=C(C2C(C1C1=CC=C(C=C1)CC)=O)C(=O)OCC (Ethyl 2-(4-((dimethylamino)methyl)phenyl)-3-(4-ethylphenyl)-4-oxo-1,2,3,4-tetrahydroquinoline-5-carboxylate). Yield: 32.0%. RXN SMILES: [CH3:1][N:2]([CH2:4][C:5]1[CH:22]=[CH:21][C:8](/[CH:9]=[N:10]/[C:11]2[CH:19]=[CH:18][CH:17]=[C:16]3[C:12]=2[CH2:13][O:14][C:15]3=[O:20])=[CH:7][CH:6]=1)[CH3:3].[CH2:23]([C:25]1[CH:32]=[CH:31][C:28]([CH:29]=O)=[CH:27][CH:26]=1)[CH3:24].[O-:33][CH2:34][CH3:35].[Na+].C(O)C>C(OCC)(=O)CC>[CH3:1][N:2]([CH2:4][C:5]1[CH:22]=[CH:21][C:8]([CH:9]2[CH:29]([C:28]3[CH:31]=[CH:32][C:25]([CH2:23][CH3:24])=[CH:26][CH:27]=3)[C:34](=[O:33])[C:35]3[C:16]([C:15]([O:14][CH2:13][CH3:12])=[O:20])=[CH:17][CH:18]=[CH:19][C:11]=3[NH:10]2)=[CH:7][CH:6]=1)[CH3:3] |f:2.3|. Reported procedure: A mixture of (E)-4-(4-((dimethylamino)methyl)benzylideneamino)isobenzofuran-1(3H)-one (588 mg, 2 mmol) and 4-ethylbenzaldehyde (268 mg, 2 mmol) in ethyl propionate (15 mL) was cooled to 0° C. Then a solution of sodium ethoxide in ethanol (sodium (138 mg, 6 mmol) in ethanol (5 mL)) was added dropwise. After the addition, the mixture was stirred at room temperature for 3 hr. The mixture was quenched with water (10 mL) and solvent was removed in vacuum. The residue was dissolved in water, and then ...